Task: describe an organic reaction: reactants, conditions, products, and yield. Dataset: the Open Reaction Database (ORD), a public repository of structured organic reaction records The reactants are [BH4-].[Na+] (sodium borohydride), C([C@H](O)[C@@H](O)C(=O)O)(=O)O (L-(+)-tartaric acid), C1(=CC=CC=C1)C(C(=O)OCC)=O (ethyl phenylglyoxylate). Solvent: C1CCOC1 (THF), C1CCOC1 (THF). Run at temperature 70 celsius, time 19 hour. Product: O[C@@H](C(=O)OCC)C1=CC=CC=C1 (ethyl (R)-(-)-2-hydroxy-2-phenylacetate). RXN SMILES: [BH4-].[Na+].C(O)(=O)[C@@H]([C@H](C(O)=O)O)O.[C:13]1([C:19](=[O:25])[C:20]([O:22][CH2:23][CH3:24])=[O:21])[CH:18]=[CH:17][CH:16]=[CH:15][CH:14]=1>C1COCC1>[OH:25][C@H:19]([C:13]1[CH:18]=[CH:17][CH:16]=[CH:15][CH:14]=1)[C:20]([O:22][CH2:23][CH3:24])=[O:21] |f:0.1|. Procedure details: To a dispersion of 0.43 g (11.3 mmol) of sodium borohydride in THF (35 ml), there was added 1.70 g (11.3 mmol) of L-(+)-tartaric acid, and the mixture was heated under reflux for four hours in an oil bath at 70° C. with stirring. The resulting mixture was cooled in a cryostat at -20° C., a solution of 0.5 g (2.8 mmol) of ethyl phenylglyoxylate in THF (5 ml) was added dropwise over a period of ten minutes, and stirring was continued for 19 hours. The reaction mixture was treated in the same manne...